Dataset: the Open Reaction Database (ORD), a public repository of structured organic reaction records. Task: describe an organic reaction: reactants, conditions, products, and yield Procedure details: To a suspension of product from Step B, (3.0 g, 8.0 mmol) in CH2Cl2 (132 ml), cooled to -78° C., was added boron tribromide (25.9 ml, 1.0M in CH2Cl2, 25.9 mmol) dropwise and the resulting mixture was stirred at room temperature overnight. The reaction was cooled to 0° C., water and saturated bicarbonate solution added and extracted with ethyl acetate. Drying and solvent evaporation gave a solid (2.9 g); recrystallization from CHCl3 gave the title compound (1.5 g, 52%); m.p. 112°-115° C. Reaction conditions: temperature -78 celsius, time 8 hour. Isolated yield 100.3%. Reactants: COC1=CC=C(C=C1)CCCS(=O)(=O)C1=CC=C(S1)S(=O)(=O)N (5-[3-(4-methoxyphenyl)propylsulfonyl]thiophene-2-sulfonamide), O (water), C([O-])(O)=O (bicarbonate), B(Br)(Br)Br (boron tribromide). Run in C(Cl)Cl (CH2Cl2). Yields the product OC1=CC=C(C=C1)CCCS(=O)(=O)C1=CC=C(S1)S(=O)(=O)N (5-[3-(4-hydroxyphenyl)propylsulfonyl]thiophene-2-sulfonamide). Reaction SMILES: C[O:2][C:3]1[CH:8]=[CH:7][C:6]([CH2:9][CH2:10][CH2:11][S:12]([C:15]2[S:19][C:18]([S:20]([NH2:23])(=[O:22])=[O:21])=[CH:17][CH:16]=2)(=[O:14])=[O:13])=[CH:5][CH:4]=1.B(Br)(Br)Br.O.C(=O)(O)[O-]>C(Cl)Cl>[OH:2][C:3]1[CH:4]=[CH:5][C:6]([CH2:9][CH2:10][CH2:11][S:12]([C:15]2[S:19][C:18]([S:20]([NH2:23])(=[O:21])=[O:22])=[CH:17][CH:16]=2)(=[O:13])=[O:14])=[CH:7][CH:8]=1. Reactants: FC(C1=CC=C(OCC2=CC=CC(=N2)N)C=C1)(F)F (6-(4-trifluoromethyl-phenoxymethyl)-pyridin-2-ylamine), FC=1C=CC(=C(C1)S(=O)(=O)Cl)C (5-fluoro-2-methyl-benzenesulfonyl chloride). Product: FC=1C=CC(=C(C1)S(=O)(=O)NC1=NC(=CC=C1)COC1=CC=C(C=C1)C(F)(F)F)C (5-Fluoro-2-methyl-N-[6-(4-trifluoromethyl-phenoxymethyl)-pyridin-2-yl]-benzenesulfonamide). RXN SMILES: [F:1][C:2]([F:19])([F:18])[C:3]1[CH:17]=[CH:16][C:6]([O:7][CH2:8][C:9]2[N:14]=[C:13]([NH2:15])[CH:12]=[CH:11][CH:10]=2)=[CH:5][CH:4]=1.[F:20][C:21]1[CH:22]=[CH:23][C:24]([CH3:31])=[C:25]([S:27](Cl)(=[O:29])=[O:28])[CH:26]=1>>[F:20][C:21]1[CH:22]=[CH:23][C:24]([CH3:31])=[C:25]([S:27]([NH:15][C:13]2[CH:12]=[CH:11][CH:10]=[C:9]([CH2:8][O:7][C:6]3[CH:16]=[CH:17][C:3]([C:2]([F:1])([F:18])[F:19])=[CH:4][CH:5]=3)[N:14]=2)(=[O:29])=[O:28])[CH:26]=1. Procedure details: This material was prepared in analogy to example 1 from 6-(4-trifluoromethyl-phenoxymethyl)-pyridin-2-ylamine (0.08 g) and 5-fluoro-2-methyl-benzenesulfonyl chloride (0.07 g) as a light yellow solid (0.1 g). MS (ESI−): 439.1 ([M−H]−) Starting materials: Cl.COC(CN)=O (glycine methyl ester hydrochloride), C(C)N1CCOCC1 (N-ethylmorpholine), C1(CCCCC1)N=C=NC1CCCCC1 (Dicyclohexylcarbodiimide), C(C)(C)(C)OC(=O)NCC(=O)O (t-butoxycarbonyl-glycine), ON1N=NC2=C1C=CC=C2 (1-hydroxybenzotriazole). The solvent is CN(C=O)C (dimethylformamide), CN(C=O)C (dimethylformamide). Conditions: temperature 0 celsius, time 1 hour. Product: COC(CNC(CNC(=O)OC(C)(C)C)=O)=O (t-butoxycarbonylglycyl-glycine methyl ester). Reaction SMILES: C1(N=C=NC2CCCCC2)CCCCC1.[C:16]([O:20][C:21]([NH:23][CH2:24][C:25]([OH:27])=O)=[O:22])([CH3:19])([CH3:18])[CH3:17].ON1C2C=CC=CC=2N=N1.Cl.[CH3:39][O:40][C:41](=[O:44])[CH2:42][NH2:43].C(N1CCOCC1)C>CN(C)C=O>[CH3:39][O:40][C:41](=[O:44])[CH2:42][NH:43][C:25](=[O:27])[CH2:24][NH:23][C:21]([O:20][C:16]([CH3:17])([CH3:18])[CH3:19])=[O:22] |f:3.4|. Reported procedure: Dicyclohexylcarbodiimide (47.46 g, 0.23 mole) is added to a cooled (0° C), stirred solution of t-butoxycarbonyl-glycine (35.6 g, 0.2 mole) and 1-hydroxybenzotriazole (27.03 g, 0.2 mole) in dimethylformamide (400 ml). The mixture is stirred for 1 hour at 0° C and 1 hour at room temperature. A solution of glycine methyl ester hydrochloride (26.4 g, 0.21 mole) and N-ethylmorpholine (52.5 ml, pH 8) in dimethylformamide (1000 ml) is added to above mixture and the mixture is stirred overnight at room ... The reactants are CN(C)C=O, CC(C)(C(=O)O)c1cc(C(F)(F)F)cc(C(F)(F)F)c1, O=C(Cl)C(=O)Cl, ClCCl, Cl, Cl, NC1(c2ccccc2)CCC(=O)CC1, c1ccncc1. RXN SMILES: [CH3:52][N:53]([CH3:54])[CH:55]=[O:56].[CH3:7][C:8]([C:9](=[O:10])[OH:11])([c:12]1[cH:13][c:14]([C:22]([F:23])([F:24])[F:25])[cH:15][c:16]([C:18]([F:19])([F:20])[F:21])[cH:17]1)[CH3:26].[Cl:1][C:2]([C:3]([Cl:4])=[O:5])=[O:6].[Cl:49][CH2:50][Cl:51].[ClH:27].[ClH:48].[O:28]=[C:29]1[CH2:30][CH2:31][C:32]([c:35]2[cH:36][cH:37][cH:38][cH:39][cH:40]2)([NH2:41])[CH2:33][CH2:34]1.[cH:42]1[cH:43][cH:44][n:45][cH:46][cH:47]1>>[CH3:7][C:8]([C:9](=[O:10])[NH:41][C:32]1([c:35]2[cH:36][cH:37][cH:38][cH:39][cH:40]2)[CH2:31][CH2:30][C:29](=[O:28])[CH2:34][CH2:33]1)([c:12]1[cH:13][c:14]([C:22]([F:23])([F:24])[F:25])[cH:15][c:16]([C:18]([F:19])([F:20])[F:21])[cH:17]1)[CH3:26]. Yields the product CC(C)(C(=O)NC1(c2ccccc2)CCC(=O)CC1)c1cc(C(F)(F)F)cc(C(F)(F)F)c1. Reactants: CC(C)[Si](c2ccc1ccc(OC(=O)C(C)(C)C)cc1c2)(C(C)C)C(C)C (substrate), CC[Si](CC)(CC)B1OC(C)(C)C(C)(C)O1 (effective_coupling_partner). The reagents and catalysts are PCy3. Run at temperature 50 celsius, time 8.5 hour. The product is CC[Si](CC)(CC)c2ccc1ccc([Si](C(C)C)(C(C)C)C(C)C)cc1c2.